Dataset: the Open Reaction Database (ORD), a public repository of structured organic reaction records. Task: describe an organic reaction: reactants, conditions, products, and yield Starting materials: CO, O=C1C(Cl)=C(Cl)C(=O)c2ccccc21, O=C1C=C([N+](=O)[O-])C(=O)c2ccccc21, O=N[O-], [Na+], O. Product: O=C1C(O)=C([N+](=O)[O-])C(=O)c2ccccc21. RXN SMILES: [CH3:34][OH:35].[Cl:1][C:2]1=[C:8]([Cl:9])[C:7](=[O:13])[c:6]2[c:5]([cH:14][cH:12][cH:11][cH:10]2)[C:3]1=[O:4].[N+:19](=[O:20])([O-:21])[C:22]1=[CH:31][C:30](=[O:32])[c:29]2[c:24]([cH:25][cH:26][cH:27][cH:28]2)[C:23]1=[O:33].[N:15]([O-:16])=[O:17].[Na+:18].[OH2:36]>>[OH:13][C:31]1=[C:22]([N+:19](=[O:20])[O-:21])[C:23](=[O:33])[c:24]2[cH:25][cH:26][cH:27][cH:28][c:29]2[C:30]1=[O:32]. Starting materials: N#Cc1ccc(Br)nc1, C1COCCO1, COC(=O)c1ccc(B2OC(C)(C)C(C)(C)O2)cn1, ClCCl, [Na+], O=C([O-])O, O. Yields the product COC(=O)c1ccc(-c2ccc(C#N)cn2)cn1. RXN SMILES: [Br:20][c:21]1[cH:22][cH:23][c:24]([C:27]#[N:28])[cH:25][n:26]1.[CH2:34]1[O:35][CH2:36][CH2:37][O:38][CH2:39]1.[CH3:1][C:2]1([CH3:3])[C:4]([CH3:5])([CH3:6])[O:7][B:8]([c:9]2[cH:10][cH:11][c:12]([C:15](=[O:16])[O:17][CH3:18])[n:13][cH:14]2)[O:19]1.[Cl:41][CH2:42][Cl:43].[Na+:33].[O-:29][C:30]([OH:31])=[O:32].[OH2:40]>>[c:9]1(-[c:21]2[cH:22][cH:23][c:24]([C:27]#[N:28])[cH:25][n:26]2)[cH:10][cH:11][c:12]([C:15](=[O:16])[O:17][CH3:18])[n:13][cH:14]1. Starting materials: BrCC=1SC2=C(N1)C=CC(=C2)OC(F)(F)F (2-(bromomethyl)-6-(trifluoromethoxy)benzo[d]thiazole), C(C#C)N (propargylamine). The solvent is C(C)#N (acetonitrile). The product is FC(OC1=CC2=C(N=C(S2)CNCC#C)C=C1)(F)F (N-((6-(trifluoromethoxy)benzo[d]thiazol-2-yl)methyl)prop-2-yn-1-amine). Isolated yield 85.9%. RXN SMILES: Br[CH2:2][C:3]1[S:4][C:5]2[CH:11]=[C:10]([O:12][C:13]([F:16])([F:15])[F:14])[CH:9]=[CH:8][C:6]=2[N:7]=1.[CH2:17]([NH2:20])[C:18]#[CH:19]>C(#N)C>[F:14][C:13]([F:16])([F:15])[O:12][C:10]1[CH:9]=[CH:8][C:6]2[N:7]=[C:3]([CH2:2][NH:20][CH2:17][C:18]#[CH:19])[S:4][C:5]=2[CH:11]=1. Procedure details: 2-(bromomethyl)-6-(trifluoromethoxy)benzo[d]thiazole (3.8 g, 0.0122 mol) and propargylamine (1.7 g, 2.5 eq) were dissolved in acetonitrile (50 ml) and the reaction mixture was heated to reflux for 1 h. Then it was cooled, evaporated to dryness and the residue was partitioned between EtOAc and water, 0.5 ml of NH4OH was add (pH=9-10) and the organic phase was separated, dried over Na2SO4, evaporated and the residue purified by chromatography (hexane-EtOAc) to give 3 g (86%) of N-((6-(trifluoromet... Yields the product COC=1C(C(=C(C(C1OC)=O)CC=1C(=C(C(=O)N2CCCCC2)C=CC1)C=1C=NC=CC1)C)=O (N-[3-(5,6-Dimethoxy-3-methyl-1,4-benzoquinon-2-yl)methyl-2-(3-pyridyl)benzoyl]piperidine). Yield: 67.9%. Run at time 1 hour. Procedure details: N-[3-(3,4,5,6-Tetramethoxy-2-methylbenzyl)-2-(3-pyridyl)benzoyl]piperidine (80 mg, 0.1632 mmol) was dissolved in a mixed solvent of acetonitrile (9 ml) and water (3 ml), then CAN (128 mg, 0.2335 mmol) was added thereto at room temperature and the mixture was stirred for 1 hour. The reaction solution poured into water, neutralized with a saturated aqueous solution of sodium hydrogen carbonate and extracted with ethyl acetate. The extract was washed with water and dried and the solvent was evapora... Starting materials: O=[N+]([O-])[O-].[O-][N+]([O-])=O.[O-][N+]([O-])=O.[O-][N+]([O-])=O.[O-][N+]([O-])=O.[O-][N+]([O-])=O.[Ce+4].[NH4+].[NH4+] (CAN), COC=1C(=C(CC=2C(=C(C(=O)N3CCCCC3)C=CC2)C=2C=NC=CC2)C(=C(C1OC)OC)OC)C (N-[3-(3,4,5,6-Tetramethoxy-2-methylbenzyl)-2-(3-pyridyl)benzoyl]piperidine), C(O)([O-])=O.[Na+] (sodium hydrogen carbonate). Solvent: C(C)#N (acetonitrile), O (water), O (water). RXN SMILES: C[O:2][C:3]1[C:4]([CH3:36])=[C:5]([C:27]([O:34]C)=[C:28]([O:32][CH3:33])[C:29]=1[O:30][CH3:31])[CH2:6][C:7]1[C:8]([C:21]2[CH:22]=[N:23][CH:24]=[CH:25][CH:26]=2)=[C:9]([CH:18]=[CH:19][CH:20]=1)[C:10]([N:12]1[CH2:17][CH2:16][CH2:15][CH2:14][CH2:13]1)=[O:11].O=[N+]([O-])[O-].[O-][N+](=O)[O-].[O-][N+](=O)[O-].[O-][N+](=O)[O-].[O-][N+](=O)[O-].[O-][N+](=O)[O-].[Ce+4].[NH4+].[NH4+].C(=O)([O-])O.[Na+]>C(#N)C.O>[CH3:31][O:30][C:29]1[C:3](=[O:2])[C:4]([CH3:36])=[C:5]([CH2:6][C:7]2[C:8]([C:21]3[CH:22]=[N:23][CH:24]=[CH:25][CH:26]=3)=[C:9]([CH:18]=[CH:19][CH:20]=2)[C:10]([N:12]2[CH2:17][CH2:16][CH2:15][CH2:14][CH2:13]2)=[O:11])[C:27](=[O:34])[C:28]=1[O:32][CH3:33] |f:1.2.3.4.5.6.7.8.9,10.11|.